This data is from the Open Reaction Database (ORD), a public repository of structured organic reaction records. The task is: describe an organic reaction: reactants, conditions, products, and yield Yields the product O=C(O)C1CCCN1Cc1ccc(-c2noc(-c3nnn(-c4ccccc4F)c3-c3ccncc3)n2)cc1. As a reaction SMILES: [F:1][c:2]1[c:3](-[n:8]2[n:9][n:10][c:11](-[c:19]3[n:20][c:21](-[c:24]4[cH:25][cH:26][c:27]([CH:28]=[O:29])[cH:30][cH:31]4)[n:22][o:23]3)[c:12]2-[c:13]2[cH:14][cH:15][n:16][cH:17][cH:18]2)[cH:4][cH:5][cH:6][cH:7]1.[NH:32]1[CH:33]([C:37](=[O:38])[OH:39])[CH2:34][CH2:35][CH2:36]1>>[F:1][c:2]1[c:3](-[n:8]2[n:9][n:10][c:11](-[c:19]3[n:20][c:21](-[c:24]4[cH:25][cH:26][c:27]([CH2:28][N:32]5[CH:33]([C:37](=[O:38])[OH:39])[CH2:34][CH2:35][CH2:36]5)[cH:30][cH:31]4)[n:22][o:23]3)[c:12]2-[c:13]2[cH:14][cH:15][n:16][cH:17][cH:18]2)[cH:4][cH:5][cH:6][cH:7]1. Starting materials: O=Cc1ccc(-c2noc(-c3nnn(-c4ccccc4F)c3-c3ccncc3)n2)cc1, O=C(O)C1CCCN1.